Dataset: the Open Reaction Database (ORD), a public repository of structured organic reaction records. Task: describe an organic reaction: reactants, conditions, products, and yield Reaction SMILES: [NH2:1][C:2]1[CH:7]=[CH:6][CH:5]=[CH:4][C:3]=1[C:8]1[CH:13]=[CH:12][CH:11]=[C:10]([F:14])[CH:9]=1.[C:15](Cl)(Cl)=[S:16]>O1CCOCC1.O>[F:14][C:10]1[CH:9]=[C:8]([C:3]2[C:2]([N:1]=[C:15]=[S:16])=[CH:7][CH:6]=[CH:5][CH:4]=2)[CH:13]=[CH:12][CH:11]=1. Reported procedure: Reaction of 2-amino-3'-fluorobiphenyl (10 g) and thiophosgene (9.2 g) in a mixture of dioxane (15 ml) and water (70 ml) at ambient temperature for 1.5 hours yielded 3'-fluoro-2-biphenylylisothiocyanate as a brown oil. Starting materials: NC1=C(C=CC=C1)C1=CC(=CC=C1)F (2-amino-3'-fluorobiphenyl), C(=S)(Cl)Cl (thiophosgene). Product: FC=1C=C(C=CC1)C=1C(=CC=CC1)N=C=S (3'-fluoro-2-biphenylylisothiocyanate). Run in O1CCOCC1 (dioxane), O (water). The reactants are NC(=O)C1=CC2=C(N=CN=C2NC2=CC(=CC=C2)Cl)N1 (6-aminocarbonyl-4-(3-chloroanilino)-7H-pyrrolo[2,3-d]pyrimidine), COC=1C=CC(=CC1)P2(=S)SP(=S)(S2)C=3C=CC(=CC3)OC (Lawesson's reagent). The solvent is C1CCOC1 (THF). Conditions: time 17 hour. The product is ClC=1C=C(NC=2C3=C(N=CN2)NC(=C3)C(N)=S)C=CC1 (4-(3-chloroanilino)-6-(thiocarbamoyl)-7H-pyrrolo[2,3-d]pyrimidine). RXN SMILES: [NH2:1][C:2]([C:4]1[NH:20][C:7]2[N:8]=[CH:9][N:10]=[C:11]([NH:12][C:13]3[CH:18]=[CH:17][CH:16]=[C:15]([Cl:19])[CH:14]=3)[C:6]=2[CH:5]=1)=O.COC1C=CC(P2(SP(C3C=CC(OC)=CC=3)(=S)S2)=[S:30])=CC=1>C1COCC1>[Cl:19][C:15]1[CH:14]=[C:13]([CH:18]=[CH:17][CH:16]=1)[NH:12][C:11]1[C:6]2[CH:5]=[C:4]([C:2](=[S:30])[NH2:1])[NH:20][C:7]=2[N:8]=[CH:9][N:10]=1. Procedure: 144 mg (0.50 mmol) of 6-aminocarbonyl-4-(3-chloroanilino)-7H-pyrrolo[2,3-d]pyrimidine and 202 mg (0.5 mmol) of Lawesson's reagent in 5 ml of THF are heated to boiling for 17 h and the mixture is then evaporated. Column chromatography (SiO2, CH2Cl2/ethanol=15:1) of the residue and stirring in diethyl ether yields 4-(3-chloroanilino)-6-(thiocarbamoyl)-7H-pyrrolo[2,3-d]pyrimidine; HPLC: tRet(Grad20)=9.8; TLC-Rf=0.44 (CH2Cl2/methanol=10:1); FAB-MS: (M+H)+=304; IR: (KBr) inter alia 1614s, 1566s, 1506... The reactants are FC=1C(=C(C=NC1)C=1C=C2CCCN(C2=NC1)C(=O)N)[C@H](C)O (6-[5-Fluoro-4-((S)-1-hydroxy-ethyl)-pyridin-3-yl]-3,4-dihydro-2H-[1,8]naphthyridine-1-carboxylic acid amide), C1CCC2=NCCCN2CC1 (DBU), C1CCOC1 (THF), C1(=CC=CC=C1)OP(OC1=CC=CC=C1)(=O)N=[N+]=[N-] (phosphorazidic acid diphenyl ester). Solvent: CCOC(=O)C (EtOAc), O (water). Reaction conditions: temperature 0 celsius, time 10 minute. Product: N(=[N+]=[N-])[C@H](C)C1=C(C=NC=C1F)C=1C=C2CCCN(C2=NC1)C(=O)N (6-[4-((R)-1-azido-ethyl)-5-fluoro-pyridin-3-yl]-3,4-dihydro-2H-[1,8]naphthyridine-1-carboxylic acid amide). The yield is 82.4%. RXN SMILES: [F:1][C:2]1[C:3]([C@@H:21](O)[CH3:22])=[C:4]([C:8]2[CH:9]=[C:10]3[C:15](=[N:16][CH:17]=2)[N:14]([C:18]([NH2:20])=[O:19])[CH2:13][CH2:12][CH2:11]3)[CH:5]=[N:6][CH:7]=1.C1COCC1.C1(OP([N:45]=[N+:46]=[N-:47])(=O)OC2C=CC=CC=2)C=CC=CC=1.C1CCN2C(=NCCC2)CC1>CCOC(C)=O.O>[N:45]([C@@H:21]([C:3]1[C:2]([F:1])=[CH:7][N:6]=[CH:5][C:4]=1[C:8]1[CH:9]=[C:10]2[C:15](=[N:16][CH:17]=1)[N:14]([C:18]([NH2:20])=[O:19])[CH2:13][CH2:12][CH2:11]2)[CH3:22])=[N+:46]=[N-:47]. Reported procedure: 6-[5-Fluoro-4-((S)-1-hydroxy-ethyl)-pyridin-3-yl]-3,4-dihydro-2H-[1,8]naphthyridine-1-carboxylic acid amide (100 mg, 0.32 mmol), THF (1.4 mL) and phosphorazidic acid diphenyl ester (0.088 mL, 0.41 mmol) are combined and cooled to 0° C. DBU (0.061 mL, 0.41 mmol) is added dropwise. After 10 minutes, the reaction is warmed to room temperature for 18 hrs. The reaction mixture is diluted with EtOAc and water. The layers are separated. The aqueous layer is extracted with EtOAc. The combined organic la... Starting materials: CCCCCCC#CCCCOc1cccc(C(=O)OC)c1, CO, [Na+], [OH-]. Product: CCCCCCC#CCCCOc1cccc(C(=O)O)c1. As a reaction SMILES: [CH2:3]([CH2:4][CH2:5][C:6]#[C:7][CH2:8][CH2:9][CH2:10][CH2:11][CH2:12][CH3:13])[O:14][c:15]1[cH:16][c:17]([C:18](=[O:19])[O:20][CH3:21])[cH:22][cH:23][cH:24]1.[CH3:25][OH:26].[Na+:2].[OH-:1]>>[CH2:3]([CH2:4][CH2:5][C:6]#[C:7][CH2:8][CH2:9][CH2:10][CH2:11][CH2:12][CH3:13])[O:14][c:15]1[cH:16][c:17]([C:18](=[O:19])[OH:20])[cH:22][cH:23][cH:24]1. Starting materials: OC(CN(C([S-])=S)CCNC([S-])=S)COC(C)C.[Na+].[Na+] (sodium N-(2-hydroxy-3-isopropoxypropyl)-ethylenebisdithiocarbamate), [Cl-].[Zn+2].[Cl-] (zinc chloride). The solvent is O (water). Run at time 3 hour. The product is OC(CN(C([S-])=S)CCNC([S-])=S)COC(C)C.[Zn+2] (zinc N-(2-hydroxy-3-isopropoxypropyl)-ethylenebisdithiocarbamate). As a reaction SMILES: [OH:1][CH:2]([CH2:14][O:15][CH:16]([CH3:18])[CH3:17])[CH2:3][N:4]([CH2:8][CH2:9][NH:10][C:11](=[S:13])[S-:12])[C:5](=[S:7])[S-:6].[Na+].[Na+].[Cl-].[Zn+2:22].[Cl-]>O>[OH:1][CH:2]([CH2:14][O:15][CH:16]([CH3:18])[CH3:17])[CH2:3][N:4]([CH2:8][CH2:9][NH:10][C:11](=[S:12])[S-:13])[C:5](=[S:6])[S-:7].[Zn+2:22] |f:0.1.2,3.4.5,7.8|. Procedure: In 200 ml of water, 47 g (0.05 mol) of an aqueous 40% sodium N-(2-hydroxy-3-isopropoxypropyl)-ethylenebisdithiocarbamate was stirred at room temperature. To the resultant aqueous solution, 13.6 g (0.05 mol) of an aqueous 50% zinc chloride solution was gradually added dropwise. After the dropwise addition, the reaction solution was stirred continuously for three hours at room temperature. The crystals which consequently educed in the solution were separated by filtration and washed with water. Th... The reactants are Wittig reagent, P([O-])([O-])=O (phosphonate), C(C)(C)(C)OC(NC1(COC(OC1)(C)C)C=O)=O (tert-Butyl-5-Formyl-2,2-dimethyl-1,3-dioxan-5-ylcarbamate), C(=O)([O-])[O-].[K+].[K+] (K2CO3), C1CCOC1 (THF), C1CCOC1 (THF). Run in CN(C)C=O (DMF). Conditions: temperature 72.5 celsius. Yields the product C(C)(C)(C)OC(NC1(COC(OC1)(C)C)C=CC1=CC=C(C=C1)C(CCCCCCC)=O)=O (tert-Butyl[2,2-Dimethyl-5-(4-octanoylstyryl)-1,3-dioxan-5-yl]carbamate). As a reaction SMILES: P(=O)([O-])[O-].[C:5]([O:9][C:10](=[O:22])[NH:11][C:12]1([CH:20]=O)[CH2:17][O:16][C:15]([CH3:19])([CH3:18])[O:14][CH2:13]1)([CH3:8])([CH3:7])[CH3:6].[C:23]([O-:26])([O-])=O.[K+].[K+].[CH2:29]1[CH2:33]O[CH2:31][CH2:30]1>CN(C=O)C>[C:5]([O:9][C:10](=[O:22])[NH:11][C:12]1([CH:20]=[CH:31][C:30]2[CH:7]=[CH:5][C:6]([C:23](=[O:26])[CH2:33][CH2:29][CH2:30][CH2:31][CH2:13][CH2:12][CH3:17])=[CH:33][CH:29]=2)[CH2:17][O:16][C:15]([CH3:19])([CH3:18])[O:14][CH2:13]1)([CH3:8])([CH3:7])[CH3:6] |f:2.3.4|. Procedure details: A mixture of the Wittig reagent (23, X═O) or the phosphonate (0.3 mmol), aldehyde (24) (0.33 mmol), and K2CO3 (0.9 mmol) in a mixture of THF (3 ml) and DMF (1 ml) was heated at 70-75° C. under TLC and HPLC monitoring. After completion of the reaction, THF was evaporated and the reaction mixture was quenched with water and then extracted with ethyl acetate. The organic layer was washed with water and brine, dried over Na2SO4, filtered and concentrated. After purification, the title compound (26) ...